This data is from the Open Reaction Database (ORD), a public repository of structured organic reaction records. The task is: describe an organic reaction: reactants, conditions, products, and yield Reactants: [BH4-].[Na+] (sodium borohydride), C(C)(C)(C)OC(=O)N1[C@H](C[C@H](C1)OC1=CC(=CC=C1)OC)[C@H]([C@H](CC1=CC(=CC(=C1)F)F)[N+](=O)[O-])O ((2R,4R)-2-[(1R,2S)-3-(3,5-difluorophenyl)-1-hydroxy-2-nitropropyl]-4-(3-methoxy-phenoxy)-pyrrolidine-1-carboxylic acid tert-butyl ester), O (water). The solvent is CO (methanol). The product is C(C)(C)(C)OC(=O)N1[C@H](C[C@H](C1)OC1=CC(=CC=C1)OC)[C@H]([C@H](CC1=CC(=CC(=C1)F)F)N)O ((2R,4R)-2-[(1S,2S)-2-Amino-3-(3,5-difluorophenyl)-1-hydroxypropyl]-4-(3-methoxy-phenoxy)-pyrrolidine-1-carboxylic acid tert-butyl ester). Isolated yield 94.4%. RXN SMILES: [C:1]([O:5][C:6]([N:8]1[CH2:12][C@H:11]([O:13][C:14]2[CH:19]=[CH:18][CH:17]=[C:16]([O:20][CH3:21])[CH:15]=2)[CH2:10][C@@H:9]1[C@@H:22]([OH:36])[C@@H:23]([N+:33]([O-])=O)[CH2:24][C:25]1[CH:30]=[C:29]([F:31])[CH:28]=[C:27]([F:32])[CH:26]=1)=[O:7])([CH3:4])([CH3:3])[CH3:2].[BH4-].[Na+].O>CO>[C:1]([O:5][C:6]([N:8]1[CH2:12][C@H:11]([O:13][C:14]2[CH:19]=[CH:18][CH:17]=[C:16]([O:20][CH3:21])[CH:15]=2)[CH2:10][C@@H:9]1[C@@H:22]([OH:36])[C@@H:23]([NH2:33])[CH2:24][C:25]1[CH:30]=[C:29]([F:31])[CH:28]=[C:27]([F:32])[CH:26]=1)=[O:7])([CH3:4])([CH3:2])[CH3:3] |f:1.2|. Procedure: Add to a solution of (2R,4R)-2-[(1R,2S)-3-(3,5-difluorophenyl)-1-hydroxy-2-nitropropyl]-4-(3-methoxy-phenoxy)-pyrrolidine-1-carboxylic acid tert-butyl ester (276 mg, 0.54 mmol) in methanol (9 mL) nickel (II) chloride followed by sodium borohydride (0.082 g, 2.17 mmol). Stir reaction for 15 min, add water (1 mL) and concentrate. Partition with ethyl acetate and water and filter through a filtering agent. Rinse cake with ethyl acetate. Separate layers, dry (magnesium sulfate) and concentrate to gi... Reactants: CC(C#CC#CCN(CCN)CCCCC)(C)C (N-(6,6-dimethyl-2,4-heptadiynyl)-N-pentylethylenediamine), C=O (formalin), C(#N)[BH3-].[Na+] (sodium cyanoborohydride). Solvent: C(C)O (ethanol). Run at time 2 hour. The product is CNCCN(CCCCC)CC#CC#CC(C)(C)C (N'-methyl-N-(6,6-dimethyl-2,4-heptadiynyl) -N-pentylethylenediamine). The yield is 31.6%. Reaction SMILES: [CH3:1][C:2]([CH3:18])([CH3:17])[C:3]#[C:4][C:5]#[C:6][CH2:7][N:8]([CH2:12][CH2:13][CH2:14][CH2:15][CH3:16])[CH2:9][CH2:10][NH2:11].C=O.[C:21]([BH3-])#N.[Na+]>C(O)C>[CH3:21][NH:11][CH2:10][CH2:9][N:8]([CH2:7][C:6]#[C:5][C:4]#[C:3][C:2]([CH3:17])([CH3:18])[CH3:1])[CH2:12][CH2:13][CH2:14][CH2:15][CH3:16] |f:2.3|. Procedure details: In 1 ml of ethanol was dissolved 30 mg of N-(6,6-dimethyl-2,4-heptadiynyl)-N-pentylethylenediamine. Then 20 μl of 35% formalin and 8.3 mg of sodium cyanoborohydride were added to the solution. The mixture was stirred at room temperature for 2 hours. The reaction mixture was extracted with a mixture of ethyl acetate and 1N hydrochloric acid. The organic layer was fractionated, washed with saturated sodium bicarbonate aqueous solution and dried over anhydrous magnesium sulfate. The drying agent wa...